The task is: describe an organic reaction: reactants, conditions, products, and yield. This data is from the Open Reaction Database (ORD), a public repository of structured organic reaction records. The reactants are OBO, CCn1c(-c2nonc2N)nc2cncc(Br)c21, O=C(O)c1ccccc1, C1COCCO1, [Na+], [Na+], O=C([O-])[O-], c1ccc(P(c2ccccc2)(c2ccccc2)[Pd](P(c2ccccc2)(c2ccccc2)c2ccccc2)(P(c2ccccc2)(c2ccccc2)c2ccccc2)P(c2ccccc2)(c2ccccc2)c2ccccc2)cc1. Yields the product CCn1c(-c2nonc2N)nc2cncc(-c3ccc(C(=O)O)cc3)c21. RXN SMILES: [BH:19]([OH:20])[OH:21].[Br:1][c:2]1[c:3]2[c:4]([cH:5][n:6][cH:7]1)[n:8][c:9](-[c:13]1[c:14]([NH2:18])[n:15][o:16][n:17]1)[n:10]2[CH2:11][CH3:12].[C:22](=[O:23])([OH:24])[c:25]1[cH:26][cH:27][cH:28][cH:29][cH:30]1.[CH2:37]1[O:38][CH2:39][CH2:40][O:41][CH2:42]1.[Na+:31].[Na+:32].[O-:33][C:34](=[O:35])[O-:36].[cH:43]1[cH:44][cH:45][c:46]([P:47]([Pd:48]([P:49]([c:50]2[cH:51][cH:52][cH:53][cH:54][cH:55]2)([c:56]2[cH:57][cH:58][cH:59][cH:60][cH:61]2)[c:62]2[cH:63][cH:64][cH:65][cH:66][cH:67]2)([P:68]([c:69]2[cH:70][cH:71][cH:72][cH:73][cH:74]2)([c:75]2[cH:76][cH:77][cH:78][cH:79][cH:80]2)[c:81]2[cH:82][cH:83][cH:84][cH:85][cH:86]2)[P:87]([c:88]2[cH:89][cH:90][cH:91][cH:92][cH:93]2)([c:94]2[cH:95][cH:96][cH:97][cH:98][cH:99]2)[c:100]2[cH:101][cH:102][cH:103][cH:104][cH:105]2)([c:106]2[cH:107][cH:108][cH:109][cH:110][cH:111]2)[c:112]2[cH:113][cH:114][cH:115][cH:116][cH:117]2)[cH:118][cH:119]1>>[c:2]1(-[c:28]2[cH:27][cH:26][c:25]([C:22](=[O:23])[OH:24])[cH:30][cH:29]2)[c:3]2[c:4]([cH:5][n:6][cH:7]1)[n:8][c:9](-[c:13]1[c:14]([NH2:18])[n:15][o:16][n:17]1)[n:10]2[CH2:11][CH3:12]. Starting materials: FC(C(=O)OC(C(F)(F)F)=O)(F)F (trifluoroacetic anhydride), N1C(=NC=C1)C1C(CCCC1)O (2-imidazolylcyclohexanol), CS(=O)C (Dimethylsulfoxide), [OH-].[Na+] (sodium hydroxide). Run in C(C)N(CC)CC (triethylamine), C(Cl)Cl (methylene chloride), C(Cl)Cl (methylene chloride), C(Cl)Cl (methylene chloride). Run at temperature -76 celsius, time 10 minute. The product is N1C(=NC=C1)C1C(CCCC1)=O (2-imidazolyl cyclohexanone). The yield is 19.4%. As a reaction SMILES: CS(C)=O.FC(F)(F)C(OC(=O)C(F)(F)F)=O.[NH:18]1[CH:22]=[CH:21][N:20]=[C:19]1[CH:23]1[CH2:28][CH2:27][CH2:26][CH2:25][CH:24]1[OH:29].[OH-].[Na+]>C(Cl)Cl.C(N(CC)CC)C>[NH:18]1[CH:22]=[CH:21][N:20]=[C:19]1[CH:23]1[CH2:28][CH2:27][CH2:26][CH2:25][C:24]1=[O:29] |f:3.4|. Procedure details: Dimethylsulfoxide (8.46 g) was mixed with methylene chloride (35 ml) and cooled to -76° C. with stirring and after dropwise addition of a diluted solution of trifluoroacetic anhydride (19.71 g) in methylene chloride (10 ml), stirred for 1 hour. A solution of of 2-imidazolylcyclohexanol (IVa) (12.0 g) in methylene chloride (100 ml) was added dropwise thereto for 10 minutes. The mixture was made to react at -76°--20° C. for 1.5 hours, cooled to -55° C. and after dropwise addition of triethylamine ... Starting materials: compound A, BrCC(=O)C=1C=C2C3=C(N(C2=CC1)C)N(C(C(=C3)C3=CC=C(C=C3)Cl)=O)C (6-(2-bromo-acetyl)-3-(4-chlorophenyl)-1,9-dimethyl-1,9-dihydropyrido[2,3-b]indol-2-one), C(C(C)(C)C)(=O)OCC(=S)N (2-amino-2-thioxoethyl pivalate). Yields the product ClC1=CC=C(C=C1)C1=CC2=C(N(C3=CC=C(C=C23)C=2N=C(SC2)COC(C(C)(C)C)=O)C)N(C1=O)C (2,2-Dimethylpropionic acid 4-[3-(4-chlorophenyl)-1,9-dimethyl-2-oxo-2,9-dihydro-1H-pyrido[2,3-b]indol-6-yl]thiazol-2-ylmethyl ester). RXN SMILES: Br[CH2:2][C:3]([C:5]1[CH:6]=[C:7]2[C:11](=[CH:12][CH:13]=1)[N:10]([CH3:14])[C:9]1[N:15]([CH3:27])[C:16](=[O:26])[C:17]([C:19]3[CH:24]=[CH:23][C:22]([Cl:25])=[CH:21][CH:20]=3)=[CH:18][C:8]2=1)=O.[C:28]([O:34][CH2:35][C:36]([NH2:38])=[S:37])(=[O:33])[C:29]([CH3:32])([CH3:31])[CH3:30]>>[Cl:25][C:22]1[CH:21]=[CH:20][C:19]([C:17]2[C:16](=[O:26])[N:15]([CH3:27])[C:9]3[N:10]([CH3:14])[C:11]4[C:7]([C:8]=3[CH:18]=2)=[CH:6][C:5]([C:3]2[N:38]=[C:36]([CH2:35][O:34][C:28](=[O:33])[C:29]([CH3:32])([CH3:31])[CH3:30])[S:37][CH:2]=2)=[CH:13][CH:12]=4)=[CH:24][CH:23]=1. Procedure details: The process is carried out as for Example 8 above, using compound A, 6-(2-bromo-acetyl)-3-(4-chlorophenyl)-1,9-dimethyl-1,9-dihydropyrido[2,3-b]indol-2-one and 2-amino-2-thioxoethyl pivalate. Reactants: N#N (N2), [N+](#[C-])CC(=O)OC (methyl isocyanoacetate), C=1C=CC(=CC1)P(=O)(C=2C=CC=CC2)N=[N+]=[N-] (DPPA), C(C)(C)(C)OC(C1=CC(C(=O)O)=CC=C1)=O (isophthalic acid mono-tert-butyl ester), O.C([O-])([O-])=O.[K+].O.O.[K+].[K+].[K+].C([O-])([O-])=O (potassium carbonate sesquihydrate). Solvent: C1(=CC=CC=C1)C (toluene), CN(C)C=O (DMF), CN(C)C=O (DMF), CC(OCC)=O (EA), CN(C)C=O (DMF). Conditions: temperature 0 celsius, time 5 minute. Yields the product COC(=O)C=1N=COC1C1=CC(=CC=C1)C(=O)OC(C)(C)C (5-(3-tert-Butoxycarbonyl-phenyl)-oxazole-4-carboxylic acid methyl ester). Reaction SMILES: N#N.[C:3]([O:7][C:8](=[O:18])[C:9]1[CH:17]=[CH:16][CH:15]=[C:11]([C:12]([OH:14])=O)[CH:10]=1)([CH3:6])([CH3:5])[CH3:4].O.C(=O)([O-])[O-].[K+].O.O.[K+].[K+].[K+].C(=O)([O-])[O-].[N+:34]([CH2:36][C:37]([O:39][CH3:40])=[O:38])#[C-:35].C1C=CC(P(N=[N+]=[N-])(C2C=CC=CC=2)=O)=CC=1>CN(C=O)C.CC(=O)OCC.C1(C)C=CC=CC=1>[CH3:40][O:39][C:37]([C:36]1[N:34]=[CH:35][O:14][C:12]=1[C:11]1[CH:15]=[CH:16][CH:17]=[C:9]([C:8]([O:7][C:3]([CH3:4])([CH3:5])[CH3:6])=[O:18])[CH:10]=1)=[O:38] |f:2.3.4.5.6.7.8.9.10|. Reported procedure: In a flame dried round-bottomed flask equipped with a magnetic stir bar and under inert atmosphere (N2), a suspension of isophthalic acid mono-tert-butyl ester (4.00 g, 18.00 mmol) and potassium carbonate sesquihydrate (6.03 g, 43.20 mmol) in DMF (36.0 mL) was treated with a solution of methyl isocyanoacetate (3.45 mL, 36.00 mmol) in DMF (6.0 mL). After 5 min, the reaction mixture was cooled to 0° C. and a solution of DPPA (4.01 mL, 18.00 mmol) in DMF (6 mL) was added dropwise. The resulting mix...